This data is from the Open Reaction Database (ORD), a public repository of structured organic reaction records. The task is: describe an organic reaction: reactants, conditions, products, and yield Starting materials: CCN=C=NCCCN(C)C, CCN(C(C)C)C(C)C, Cl, O=C(O)c1cn(-c2cccc(F)c2)nn1, Nc1cccc(F)c1, NCC(=O)N1CCC(Oc2cc(F)ccc2Cl)CC1, CN(C)C=O, O, On1nnc2ccccc21. Yields the product O=C(NCC(=O)N1CCC(Oc2cc(F)ccc2Cl)CC1)c1cn(-c2cccc(F)c2)nn1. As a reaction SMILES: [CH3:43][CH2:44][N:45]=[C:46]=[N:47][CH2:48][CH2:49][CH2:50][N:51]([CH3:52])[CH3:53].[CH:1]([N:2]([CH2:3][CH3:4])[CH:5]([CH3:6])[CH3:7])([CH3:8])[CH3:9].[ClH:54].[F:10][c:11]1[cH:12][c:13](-[n:17]2[n:18][n:19][c:20]([C:22](=[O:23])[OH:24])[cH:21]2)[cH:14][cH:15][cH:16]1.[NH2:25][c:26]1[cH:27][c:28]([F:29])[cH:30][cH:31][cH:32]1.[NH2:55][CH2:56][C:57](=[O:58])[N:59]1[CH2:60][CH2:61][CH:62]([O:65][c:66]2[c:67]([Cl:73])[cH:68][cH:69][c:70]([F:72])[cH:71]2)[CH2:63][CH2:64]1.[O:74]=[CH:75][N:76]([CH3:77])[CH3:78].[OH2:79].[OH:33][n:34]1[c:35]2[c:36]([cH:37][cH:38][cH:39][cH:40]2)[n:41][n:42]1>>[F:10][c:11]1[cH:12][c:13](-[n:17]2[n:18][n:19][c:20]([C:22](=[O:24])[NH:55][CH2:56][C:57](=[O:58])[N:59]3[CH2:60][CH2:61][CH:62]([O:65][c:66]4[c:67]([Cl:73])[cH:68][cH:69][c:70]([F:72])[cH:71]4)[CH2:63][CH2:64]3)[cH:21]2)[cH:14][cH:15][cH:16]1. Reaction SMILES: [B:38]([Br:39])([Br:40])[Br:41].[CH3:1][O:2][CH:3]1[CH2:4][CH2:5][N:6]([S:9](=[O:10])(=[O:11])[c:12]2[cH:13][cH:14][c:15]([CH2:16][NH:17][C:18](=[O:19])[c:20]3[c:21]4[c:22]([cH:23][n:24][cH:25]3)[n:26](-[c:29]3[cH:30][cH:31][c:32]([F:35])[cH:33][cH:34]3)[n:27][cH:28]4)[cH:36][cH:37]2)[CH2:7][CH2:8]1.[Cl:42][CH2:43][Cl:44]>>[OH:2][CH:3]1[CH2:4][CH2:5][N:6]([S:9](=[O:10])(=[O:11])[c:12]2[cH:13][cH:14][c:15]([CH2:16][NH:17][C:18](=[O:19])[c:20]3[c:21]4[c:22]([cH:23][n:24][cH:25]3)[n:26](-[c:29]3[cH:30][cH:31][c:32]([F:35])[cH:33][cH:34]3)[n:27][cH:28]4)[cH:36][cH:37]2)[CH2:7][CH2:8]1. Reactants: BrB(Br)Br, COC1CCN(S(=O)(=O)c2ccc(CNC(=O)c3cncc4c3cnn4-c3ccc(F)cc3)cc2)CC1, ClCCl. Product: O=C(NCc1ccc(S(=O)(=O)N2CCC(O)CC2)cc1)c1cncc2c1cnn2-c1ccc(F)cc1. The reactants are C(=O)(O)[O-].[Na+] (NaHCO3), CO (methanol), O.O.Cl[Sn]Cl (SnCl2.2H2O), C(C)OC([C@H]1N(CCC1)C(C1=C(C=C(C(=C1)OC)OCCCCCOC1=CC2=C(C(N3[C@H](CN2)CCC3)=O)C=C1OC)[N+](=O)[O-])=O)SCC ((2S)-N-{4-[5-(7-Methoxy-(11aS)-1,2,3,10,11,11a-hexahydro-5H-pyrrolo[2,1-c][1,4]benzodiazepine-5-one-8-yloxy)pentyloxy]-5-methoxy-2-nitrobenzoyl}pyrrolidine-2-carboxaldehyde diethyl thioacetal). Solvent: ClCCl (dichloromethane). The product is C(C)OC([C@H]1N(CCC1)C(C1=C(C=C(C(=C1)OC)OCCCCCOC1=CC2=C(C(N3[C@H](CN2)CCC3)=O)C=C1OC)N)=O)SCC ((2S)-N-{4-[5-(7-Methoxy-(11aS)-1,2,3,10,11,11a-hexahydro-5H-pyrrolo-[2,1-c][1,4]benzodiazepine-5-one-8-yloxy)pentyloxy]-5-methoxy-2-aminobenzoyl}pyrrolidine-2-carboxaldehyde diethyl thioacetal). RXN SMILES: [CH2:1]([O:3][CH:4]([S:47][CH2:48][CH3:49])[C@@H:5]1[CH2:9][CH2:8][CH2:7][N:6]1[C:10](=[O:46])[C:11]1[CH:16]=[C:15]([O:17][CH3:18])[C:14]([O:19][CH2:20][CH2:21][CH2:22][CH2:23][CH2:24][O:25][C:26]2[C:40]([O:41][CH3:42])=[CH:39][C:29]3[C:30](=[O:38])[N:31]4[CH2:37][CH2:36][CH2:35][C@H:32]4[CH2:33][NH:34][C:28]=3[CH:27]=2)=[CH:13][C:12]=1[N+:43]([O-])=O)[CH3:2].CO.O.O.Cl[Sn]Cl.C([O-])(O)=O.[Na+]>ClCCl>[CH2:1]([O:3][CH:4]([S:47][CH2:48][CH3:49])[C@@H:5]1[CH2:9][CH2:8][CH2:7][N:6]1[C:10](=[O:46])[C:11]1[CH:16]=[C:15]([O:17][CH3:18])[C:14]([O:19][CH2:20][CH2:21][CH2:22][CH2:23][CH2:24][O:25][C:26]2[C:40]([O:41][CH3:42])=[CH:39][C:29]3[C:30](=[O:38])[N:31]4[CH2:37][CH2:36][CH2:35][C@H:32]4[CH2:33][NH:34][C:28]=3[CH:27]=2)=[CH:13][C:12]=1[NH2:43])[CH3:2] |f:2.3.4,5.6|. Procedure details: The (2S)-N-{4-[3-(7-Methoxy-(2R)-hydroxy-(11aS)-1,2,3,10,11,11a-hexahydro-5H-pyrrolo[2,1-c][1,4]benzodiazepine-5-one-8-yloxy)propoxy]-5-methoxy-2-nitrobenzoyl}pyrrolidine-2-carboxaldehyde diethyl thioacetal III (704 mg, 1.0 mmol) was dissolved in dichloromethane (5 mL), methanol (10 mL) and added SnCl2.2H2O (1.124 g, 5.0 mmol), was refluxed for 1.5 h. The reaction mixture was then carefully adjusted to pH 8 with saturated NaHCO3 solution and then extracted with ethyl acetate (3×20 mL). The combi... Reactants: C1(=CC=CC2=CC=CC=C12)C=O (α-naphthaldehyde), C(CS)S (1,2-ethanedithiol). Product: C1(=CC=CC2=CC=CC=C12)C1SCCS1 (2-(α-Naphthyl)-1,3-Dithiolane). The yield is 95.9%. Reaction SMILES: [C:1]1([CH:11]=O)[C:10]2[C:5](=[CH:6][CH:7]=[CH:8][CH:9]=2)[CH:4]=[CH:3][CH:2]=1.[CH2:13]([SH:16])[CH2:14][SH:15]>>[C:1]1([CH:11]2[S:16][CH2:13][CH2:14][S:15]2)[C:10]2[C:5](=[CH:6][CH:7]=[CH:8][CH:9]=2)[CH:4]=[CH:3][CH:2]=1. Procedure: Following the general procedure as in Example 1, 38.27 gm (0.245 moles) of α-naphthaldehyde and 23.58 gm (0.25 moles) of 1,2-ethanedithiol gave, after evacuating the volatiles, 54.56 gm (0.235 moles) of an orange colored oil (96% yield). Reactants: C(C1=CC=CC=C1)N1C(=C(C2=CC(=CC=C12)N1C=CC=C1)C1=CC=CC=C1)C(=O)OCC (ethyl 1-benzyl-3-phenyl-5-(1H-pyrrol-1-yl)-1H-indole-2-carboxylate), O.[OH-].[Li+] (lithium hydroxide monohydrate). Run in C1CCOC1.CO.O (THF MeOH water). Reaction conditions: time 1 day. The product is C(C1=CC=CC=C1)N1C(=C(C2=CC(=CC=C12)N1C=CC=C1)C1=CC=CC=C1)C(=O)O (1-benzyl-3-phenyl-5-(1H-pyrrol-1-yl)-1H-indole-2-carboxylic acid). The yield is 93.9%. As a reaction SMILES: [CH2:1]([N:8]1[C:16]2[C:11](=[CH:12][C:13]([N:17]3[CH:21]=[CH:20][CH:19]=[CH:18]3)=[CH:14][CH:15]=2)[C:10]([C:22]2[CH:27]=[CH:26][CH:25]=[CH:24][CH:23]=2)=[C:9]1[C:28]([O:30]CC)=[O:29])[C:2]1[CH:7]=[CH:6][CH:5]=[CH:4][CH:3]=1.O.[OH-].[Li+]>C1COCC1.CO.O>[CH2:1]([N:8]1[C:16]2[C:11](=[CH:12][C:13]([N:17]3[CH:18]=[CH:19][CH:20]=[CH:21]3)=[CH:14][CH:15]=2)[C:10]([C:22]2[CH:27]=[CH:26][CH:25]=[CH:24][CH:23]=2)=[C:9]1[C:28]([OH:30])=[O:29])[C:2]1[CH:7]=[CH:6][CH:5]=[CH:4][CH:3]=1 |f:1.2.3,4.5.6|. Procedure: To a stirred solution of ethyl 1-benzyl-3-phenyl-5-(1H-pyrrol-1-yl)-1H-indole-2-carboxylate (0.80 g, 1.9 mmol) in 20 mL of 2:1:1 THF/MeOH/water was added lithium hydroxide monohydrate (0.80 g, 19.0 mmol). The reaction was stirred at room temperature for 1 day. Most of the organic solvents was removed and the reaction mixture was made acidic (pH 6) with glacial acetic acid, and the solid was collected and purified by semi-preparative HPLC (Column: Phenomenex C18 Luna 21.6 mm×60 mm, 5 μM; Solvent ... The reactants are COCCOc1ccc(C#CC2(O)CN3CCC2CC3)cc1, CCO, [H][H]. The product is COCCOc1ccc(CCC2(O)CN3CCC2CC3)cc1. Reaction SMILES: [CH3:1][O:2][CH2:3][CH2:4][O:5][c:6]1[cH:7][cH:8][c:9]([C:12]#[C:13][C:14]2([OH:22])[CH2:15][N:16]3[CH2:17][CH2:18][CH:19]2[CH2:20][CH2:21]3)[cH:10][cH:11]1.[CH3:25][CH2:26][OH:27].[H:23][H:24]>>[CH3:1][O:2][CH2:3][CH2:4][O:5][c:6]1[cH:7][cH:8][c:9]([CH2:12][CH2:13][C:14]2([OH:22])[CH2:15][N:16]3[CH2:17][CH2:18][CH:19]2[CH2:20][CH2:21]3)[cH:10][cH:11]1. Reactants: CC1(NC(OC1C#C)=O)C (4,4-Dimethyl-5-ethynyl-2-oxazolidinone), ClC1=NC=NC2=CC=C(C=C12)I (4-chloro-6-iodoquinazoline), C(C)(C)NC(C)C (diisopropylamine). The reagents and catalysts are Cl[Pd]([P](C1=CC=CC=C1)(C2=CC=CC=C2)C3=CC=CC=C3)([P](C4=CC=CC=C4)(C5=CC=CC=C5)C6=CC=CC=C6)Cl (dichlorobis(triphenylphosphine)palladium(II)), [Cu](I)I (copper iodide). The solvent is C1CCOC1 (THF). Reaction conditions: time 4 hour. The product is ClC1=NC=NC2=CC=C(C=C12)C#CC1C(NC(O1)=O)(C)C (5-(4-Chloro-quinazolin-6-ylethynyl)-4,4-dimethyl-oxazolidin-2-one). Isolated yield 72.2%. RXN SMILES: [CH3:1][C:2]1([CH3:10])[CH:6]([C:7]#[CH:8])[O:5][C:4](=[O:9])[NH:3]1.[Cl:11][C:12]1[C:21]2[C:16](=[CH:17][CH:18]=[C:19](I)[CH:20]=2)[N:15]=[CH:14][N:13]=1.C(NC(C)C)(C)C>C1COCC1.Cl[Pd](Cl)([P](C1C=CC=CC=1)(C1C=CC=CC=1)C1C=CC=CC=1)[P](C1C=CC=CC=1)(C1C=CC=CC=1)C1C=CC=CC=1.[Cu](I)I>[Cl:11][C:12]1[C:21]2[C:16](=[CH:17][CH:18]=[C:19]([C:8]#[C:7][CH:6]3[O:5][C:4](=[O:9])[NH:3][C:2]3([CH3:10])[CH3:1])[CH:20]=2)[N:15]=[CH:14][N:13]=1 |^1:37,56|. Procedure details: A mixture of 4,4-Dimethyl-5-ethynyl-2-oxazolidinone (1.10 g, 7.90 mmol), 4-chloro-6-iodoquinazoline (1.63 g, 5.60 mmol), dichlorobis(triphenylphosphine)palladium(II) (200 mg, 0.28 mmol), copper iodide (53 mg, 0.28 mmol), and diisopropylamine (0.57 g, 5.60 mmol) in anhydrous THF (30 mL) was stirred at room temperature under nitrogen for 4 hours. After concentration, the residue was dissolved in CH2Cl2 (80 mL), washed with aqueous NH4Cl and brine, dried over sodium sulfate, and concentrated to giv... The reactants are ClCC[C@@H](OC1=C(C=CC(=C1)Cl)Cl)C=1SC=CC1 (2-[(1R)-3-Chloro-1-(2,5-dichlorophenoxy)propyl]thiophene), [I-].[Na+] (sodium iodide). The solvent is CC(=O)C (acetone). Yields the product ClC1=C(O[C@H](CCI)C=2SC=CC2)C=C(C=C1)Cl (2-[(1R)-1-(2,5-Dichlorophenoxy)-3-iodopropyl]thiophene). The yield is 73.3%. RXN SMILES: Cl[CH2:2][CH2:3][C@H:4]([C:14]1[S:15][CH:16]=[CH:17][CH:18]=1)[O:5][C:6]1[CH:11]=[C:10]([Cl:12])[CH:9]=[CH:8][C:7]=1[Cl:13].[I-:19].[Na+]>CC(C)=O>[Cl:13][C:7]1[CH:8]=[CH:9][C:10]([Cl:12])=[CH:11][C:6]=1[O:5][C@@H:4]([C:14]1[S:15][CH:16]=[CH:17][CH:18]=1)[CH2:3][CH2:2][I:19] |f:1.2|. Reported procedure: A solution of the product from step (a) (788 mg) and sodium iodide (4.5 g) in acetone (30 ml) was heated under reflux for 18 h. The solvent was removed in vacuo, water added and the mixture was extracted twice with ether. The organic layers were dried (magnesium sulphate), evaporated and purified by chromatography on silica eluting with petrol—diethyl ether (19:1) to give the title compound as a pale yellow oil (742 mg). Reactants: COC1=CC=CC=2C(=COC21)COC2=C1C=C(NC1=CC=C2)C(=O)O (4-(7-methoxy-benzofuran-3-ylmethoxy)-1H-indole-2-carboxylic acid), NC1CCC(CC1)(O)CCN1C[C@@H]([C@H](CC1)O)C ((3S,4S)-1-[2-(4-Amino-1-hydroxy-cyclohexyl)-ethyl]-3-methyl-piperidin-4-ol). Product: OC1(CCC(CC1)NC(=O)C=1NC2=CC=CC(=C2C1)OCC1=COC2=C1C=CC=C2OC)CCN2C[C@@H]([C@H](CC2)O)C (4-(7-Methoxy-benzofuran-3-ylmethoxy)-1H-indole-2-carboxylic acid {4-hydroxy-4-[2-((3S,4S)-4-hydroxy-3-methyl-piperidin-1-yl)-ethyl]-cyclohexyl}-amide). RXN SMILES: [CH3:1][O:2][C:3]1[C:11]2[O:10][CH:9]=[C:8]([CH2:12][O:13][C:14]3[CH:22]=[CH:21][CH:20]=[C:19]4[C:15]=3[CH:16]=[C:17]([C:23]([OH:25])=O)[NH:18]4)[C:7]=2[CH:6]=[CH:5][CH:4]=1.[NH2:26][CH:27]1[CH2:32][CH2:31][C:30]([CH2:34][CH2:35][N:36]2[CH2:41][CH2:40][C@H:39]([OH:42])[C@@H:38]([CH3:43])[CH2:37]2)([OH:33])[CH2:29][CH2:28]1>>[OH:33][C:30]1([CH2:34][CH2:35][N:36]2[CH2:41][CH2:40][C@H:39]([OH:42])[C@@H:38]([CH3:43])[CH2:37]2)[CH2:31][CH2:32][CH:27]([NH:26][C:23]([C:17]2[NH:18][C:19]3[C:15]([CH:16]=2)=[C:14]([O:13][CH2:12][C:8]2[C:7]4[CH:6]=[CH:5][CH:4]=[C:3]([O:2][CH3:1])[C:11]=4[O:10][CH:9]=2)[CH:22]=[CH:21][CH:20]=3)=[O:25])[CH2:28][CH2:29]1. Procedure: This compound is synthesized analogously to example 1 from 4-(7-methoxy-benzofuran-3-ylmethoxy)-1H-indole-2-carboxylic acid (synthesis described in WO2005077932A2, cmpd 119) and amine 14. Reactants: Clc1ccc(C2CCC(CBr)O2)cc1, CC1CNCC(C)C1, CCOC(C)=O. Yields the product CC1CC(C)CN(CC2CCC(c3ccc(Cl)cc3)O2)C1. RXN SMILES: [Br:1][CH2:2][CH:3]1[O:4][CH:5]([c:8]2[cH:9][cH:10][c:11]([Cl:14])[cH:12][cH:13]2)[CH2:6][CH2:7]1.[CH3:15][CH:16]1[CH2:17][NH:18][CH2:19][CH:20]([CH3:22])[CH2:21]1.[CH3:23][CH2:24][O:25][C:26](=[O:27])[CH3:28]>>[CH2:2]([CH:3]1[O:4][CH:5]([c:8]2[cH:9][cH:10][c:11]([Cl:14])[cH:12][cH:13]2)[CH2:6][CH2:7]1)[N:18]1[CH2:17][CH:16]([CH3:15])[CH2:21][CH:20]([CH3:22])[CH2:19]1.